This data is from the Open Reaction Database (ORD), a public repository of structured organic reaction records. The task is: describe an organic reaction: reactants, conditions, products, and yield Starting materials: CCOC(C)=O, [H][H], O=[N+]([O-])c1ccc(Br)cc1CS(=O)(=O)c1ccccc1. Yields the product Nc1ccc(Br)cc1CS(=O)(=O)c1ccccc1. RXN SMILES: [CH3:23][CH2:24][O:25][C:26](=[O:27])[CH3:28].[H:21][H:22].[c:1]1([S:7](=[O:8])(=[O:9])[CH2:10][c:11]2[c:12]([N+:18]([O-:19])=[O:20])[cH:13][cH:14][c:15]([Br:17])[cH:16]2)[cH:2][cH:3][cH:4][cH:5][cH:6]1>>[c:1]1([S:7](=[O:8])(=[O:9])[CH2:10][c:11]2[c:12]([NH2:18])[cH:13][cH:14][c:15]([Br:17])[cH:16]2)[cH:2][cH:3][cH:4][cH:5][cH:6]1. The reactants are C(C)OC(=O)C1=C(C2=C(C(=N1)C)N=C(S2)C2=CC=CC=C2)O (7-hydroxy-4-methyl-2-phenyl-thiazolo[4,5-c]pyridine-6-carboxylic acid ethyl ester), N[C@@H](C)C(=O)O (L-alanine). Run in C[O-].[Na+].CO (sodium methoxide methanol). Run at temperature 120 celsius. Yields the product OC=1C2=C(C(=NC1C(=O)NC(C(=O)O)C)C)N=C(S2)C2=CC=CC=C2 (2-[(7-Hydroxy-4-methyl-2-phenyl-thiazolo[4,5-c]pyridine-6-carbonyl)-amino]-propionic acid). The yield is 38.5%. Reaction SMILES: C(O[C:4]([C:6]1[N:11]=[C:10]([CH3:12])[C:9]2[N:13]=[C:14]([C:16]3[CH:21]=[CH:20][CH:19]=[CH:18][CH:17]=3)[S:15][C:8]=2[C:7]=1[OH:22])=[O:5])C.[NH2:23][C@H:24]([C:26]([OH:28])=[O:27])[CH3:25]>C[O-].[Na+].CO>[OH:22][C:7]1[C:8]2[S:15][C:14]([C:16]3[CH:17]=[CH:18][CH:19]=[CH:20][CH:21]=3)=[N:13][C:9]=2[C:10]([CH3:12])=[N:11][C:6]=1[C:4]([NH:23][CH:24]([CH3:25])[C:26]([OH:28])=[O:27])=[O:5] |f:2.3.4|. Reported procedure: A mixture of 7-hydroxy-4-methyl-2-phenyl-thiazolo[4,5-c]pyridine-6-carboxylic acid ethyl ester (50 mg, 0.16 mmol) and L-alanine (146 mg, 1.63 mmol) in 0.5 M sodium methoxide/methanol (2.6 mL) was heated at 120° C. in a microwave vessel for 3 h before it was cooled to room temperature and concentrated in vacuo. Water was added to the residue and extracted four times with dichloromethane until no UV spot in the dichloromethane layer. The remaining aqueous layer was acidified to pH=3 with 1N HCl (2... Starting materials: C(C)(C)C=1C=C(OC(C(=O)NC2=CC=C(C=C2)C(CC(=O)OCC)C#CC)C)C=CC1 (ethyl 3-{4-[2-(3-isopropylphenoxy)propionylamino]phenyl}-hex-4-ynoate), Cl (HCl), O (water). The solvent is C(C)#N (acetonitrile), [OH-].[Na+] (NaOH). Product: C(C)(C)C=1C=C(OC(C(=O)NC2=CC=C(C=C2)C(CC(=O)O)C#CC)C)C=CC1 (3-{4-[2-(3-Isopropylphenoxy)propionylamino]phenyl}hex-4-ynoic acid). The yield is 37.0%. As a reaction SMILES: [CH:1]([C:4]1[CH:5]=[C:6]([CH:29]=[CH:30][CH:31]=1)[O:7][CH:8]([CH3:28])[C:9]([NH:11][C:12]1[CH:17]=[CH:16][C:15]([CH:18]([C:25]#[C:26][CH3:27])[CH2:19][C:20]([O:22]CC)=[O:21])=[CH:14][CH:13]=1)=[O:10])([CH3:3])[CH3:2].O.Cl>C(#N)C.[OH-].[Na+]>[CH:1]([C:4]1[CH:5]=[C:6]([CH:29]=[CH:30][CH:31]=1)[O:7][CH:8]([CH3:28])[C:9]([NH:11][C:12]1[CH:13]=[CH:14][C:15]([CH:18]([C:25]#[C:26][CH3:27])[CH2:19][C:20]([OH:22])=[O:21])=[CH:16][CH:17]=1)=[O:10])([CH3:2])[CH3:3] |f:4.5|. Procedure: A solution of 156 mg of ethyl 3-{4-[2-(3-isopropylphenoxy)propionylamino]phenyl}-hex-4-ynoate in 7 ml of acetonitrile and 7 ml of 1 N NaOH (aq) was stirred at room temperature for 18 h. The reaction mixture was admixed with water and adjusted to pH=1 with 1 N HCl (aq) and then extracted with ethyl acetate. The organic phase was dried over MgSO4, filtered and concentrated under high vacuum. This gave 109 mg of 3-{4-[2-(3-isopropylphenoxy)propionylamino]phenyl}hex-4-ynoic acid in 37% yield over th...